From a dataset of the Open Reaction Database (ORD), a public repository of structured organic reaction records. describe an organic reaction: reactants, conditions, products, and yield Procedure: A solution of the product of Example 1D (1.00 g, 2.37 mmol) in a mixture of 5 mL methanol and 5 mL tetrahydrofuran was treated with 5M sodium hydroxide (2 mL ) in methanol, and stirred at ambient temperature for 90 minutes. The reaction mixture was diluted with water, and the resulting precipitate was collected by filtration to give 0.75 g of the title compound (86% yield). 1H NMR (300 MHz, DMSO-d6) δ 13.00 (broad s, 1H), 8.59 (s, 1H), 8.03 (s, 1H), 7.66 (d, J=7.5 Hz, 1H), 7.20 (m, 2H), 7.10-6.9... Reaction conditions: time 90 minute. Solvent: CO (methanol), CO (methanol), O1CCCC1 (tetrahydrofuran), O (water). The yield is 86.8%. The reactants are [OH-].[Na+] (sodium hydroxide), COC(=O)N1N=CC2=C(C=CC=C12)NC(=O)NC1CCOC2=CC(=CC=C12)C(C)(C)C (4-[3-(7-tert-Butyl-chroman-4-yl)-ureido]-indazole-1-carboxylic acid methyl ester). The product is C(C)(C)(C)C1=CC=C2C(CCOC2=C1)NC(=O)NC1=C2C=NNC2=CC=C1 (N-(7-tert-butyl-3,4-dihydro-2H-chromen-4-yl)-N′-1H-indazol-4-ylurea). Reaction SMILES: COC([N:5]1[C:13]2[C:8](=[C:9]([NH:14][C:15]([NH:17][CH:18]3[C:27]4[C:22](=[CH:23][C:24]([C:28]([CH3:31])([CH3:30])[CH3:29])=[CH:25][CH:26]=4)[O:21][CH2:20][CH2:19]3)=[O:16])[CH:10]=[CH:11][CH:12]=2)[CH:7]=[N:6]1)=O.[OH-].[Na+]>CO.O1CCCC1.O>[C:28]([C:24]1[CH:23]=[C:22]2[C:27]([CH:18]([NH:17][C:15]([NH:14][C:9]3[CH:10]=[CH:11][CH:12]=[C:13]4[C:8]=3[CH:7]=[N:6][NH:5]4)=[O:16])[CH2:19][CH2:20][O:21]2)=[CH:26][CH:25]=1)([CH3:31])([CH3:29])[CH3:30] |f:1.2|. The reactants are COC1=CC=CC2=C1OC[C@H]1NCCC[C@@H]12 (trans-7-methoxy-1,2,3,4a,5,10b-hexahydro-4H-[1]-benzopyrano[3,4-b]pyridine), C(C=C)Cl (allyl chloride), C([O-])([O-])=O.[Ca+2] (calcium carbonate). Run in CN(C=O)C (dimethylformamide). Product: Cl (hydrochloric acid), Cl.C(C=C)N1[C@H]2[C@H](CCC1)C1=C(OC2)C(=CC=C1)OC (trans-4-allyl-7-methoxy-1,2,3,4a,5,10b-hexahydro-4H-[1]-benzopyrano[3,4-b]pyridine hydrochloride). RXN SMILES: [CH3:1][O:2][C:3]1[C:8]2[O:9][CH2:10][C@@H:11]3[C@@H:16]([C:7]=2[CH:6]=[CH:5][CH:4]=1)[CH2:15][CH2:14][CH2:13][NH:12]3.[CH2:17]([Cl:20])[CH:18]=[CH2:19].C(=O)([O-])[O-].[Ca+2]>CN(C)C=O>[ClH:20].[ClH:20].[CH2:19]([N:12]1[CH2:13][CH2:14][CH2:15][C@@H:16]2[C:7]3[CH:6]=[CH:5][CH:4]=[C:3]([O:2][CH3:1])[C:8]=3[O:9][CH2:10][C@@H:11]12)[CH:18]=[CH2:17] |f:2.3,6.7|. Reported procedure: A mixture of 2.19 g of trans-7-methoxy-1,2,3,4a,5,10b-hexahydro-4H-[1]-benzopyrano[3,4-b]pyridine, 0.80 g of allyl chloride, 2.0 g of calcium carbonate in 20 ml of dry dimethylformamide is heated at 80° for 16 hours. After dilution with water the product is extracted with ether. After drying over magnesium sulfate the solvent is removed in vacuo. Acidification with ethanolic hydrochloric acid affords trans-4-allyl-7-methoxy-1,2,3,4a,5,10b-hexahydro-4H-[1]-benzopyrano[3,4-b]pyridine hydrochloride... The reactants are CC1(C)COS(=O)Oc2ccc(OS(C)(=O)=O)cc21, [Cl-], [Na+], CN(C)C=O, O. The product is CC1(C)COc2ccc(OS(C)(=O)=O)cc21. As a reaction SMILES: [CH3:1][S:2](=[O:3])(=[O:4])[O:5][c:6]1[cH:7][cH:8][c:9]2[c:10]([cH:19]1)[C:11]([CH3:17])([CH3:18])[CH2:12][O:16][S:13](=[O:14])[O:15]2.[Cl-:21].[Na+:20].[O:23]=[CH:24][N:25]([CH3:26])[CH3:27].[OH2:22]>>[CH3:1][S:2](=[O:3])(=[O:4])[O:5][c:6]1[cH:7][cH:8][c:9]2[c:10]([cH:19]1)[C:11]([CH3:17])([CH3:18])[CH2:12][O:15]2. Procedure: HCl salt made according to method described in Example 41 starting from 2-[3,5-bis(trifluoromethyl)phenyl]-N-{4-(5-fluoro-2-methylphenyl)-6-[(7S,9aS)-7-(hydroxymethyl)hexahydropyrazino[2,1-c][1,4]oxazin-8(1H)-yl]-3-pyridinyl}-N,2-dimethylpropanamide (E45, 11.5 mg) to afford a pale yellow solid RXN SMILES: [ClH:1].[F:2][C:3]([F:48])([F:47])[C:4]1[CH:5]=[C:6]([C:14]([CH3:46])([CH3:45])[C:15]([N:17]([C:19]2[CH:20]=[N:21][C:22]([N:33]3[C@H:42]([CH2:43][OH:44])[CH2:41][N:40]4[C@H:35]([CH2:36][O:37][CH2:38][CH2:39]4)[CH2:34]3)=[CH:23][C:24]=2[C:25]2[CH:30]=[C:29]([F:31])[CH:28]=[CH:27][C:26]=2[CH3:32])[CH3:18])=[O:16])[CH:7]=[C:8]([C:10]([F:13])([F:12])[F:11])[CH:9]=1>>[ClH:1].[F:12][C:10]([F:11])([F:13])[C:8]1[CH:7]=[C:6]([C:14]([CH3:46])([CH3:45])[C:15]([N:17]([C:19]2[CH:20]=[N:21][C:22]([N:33]3[C@H:42]([CH2:43][OH:44])[CH2:41][N:40]4[C@H:35]([CH2:36][O:37][CH2:38][CH2:39]4)[CH2:34]3)=[CH:23][C:24]=2[C:25]2[CH:30]=[C:29]([F:31])[CH:28]=[CH:27][C:26]=2[CH3:32])[CH3:18])=[O:16])[CH:5]=[C:4]([C:3]([F:2])([F:48])[F:47])[CH:9]=1 |f:2.3|. Reactants: Cl (HCl), FC(C=1C=C(C=C(C1)C(F)(F)F)C(C(=O)N(C)C=1C=NC(=CC1C1=C(C=CC(=C1)F)C)N1C[C@H]2COCCN2C[C@H]1CO)(C)C)(F)F (2-[3,5-bis(trifluoromethyl)phenyl]-N-{4-(5-fluoro-2-methylphenyl)-6-[(7S,9aS)-7-(hydroxymethyl)hexahydropyrazino[2,1-c][1,4]oxazin-8(1H)-yl]-3-pyridinyl}-N,2-dimethylpropanamide). The product is Cl.FC(C=1C=C(C=C(C1)C(F)(F)F)C(C(=O)N(C)C=1C=NC(=CC1C1=C(C=CC(=C1)F)C)N1C[C@H]2COCCN2C[C@H]1CO)(C)C)(F)F (2-[3,5-bis(trifluoromethyl)phenyl]-N-{4-(5-fluoro-2-methylphenyl)-6-[(7S,9aS)-7-(hydroxymethyl)hexahydropyrazino[2,1-c][1,4]oxazin-8(1H)-yl]-3-pyridinyl}-N,2-dimethylpropanamide hydrochloride). Reaction SMILES: C([O:8][C:9](=[O:23])[C:10]1[CH:15]=[CH:14][CH:13]=[C:12]([CH3:16])[C:11]=1[C:17]1[CH:22]=[CH:21][CH:20]=[CH:19][CH:18]=1)C1C=CC=CC=1.C(O)=O>CO.[Pd]>[CH3:16][C:12]1[C:11]([C:17]2[CH:22]=[CH:21][CH:20]=[CH:19][CH:18]=2)=[C:10]([CH:15]=[CH:14][CH:13]=1)[C:9]([OH:23])=[O:8]. Run in CO (methanol). Isolated yield 99.8%. Reagents/catalysts: [Pd] (Pd/C). Reactants: C(C1=CC=CC=C1)OC(C1=C(C(=CC=C1)C)C1=CC=CC=C1)=O (benzyl-3-methyl-2-phenylbenzoate), solution, C(=O)O (HCO2H). Procedure details: A mixture of 0.35 g (1.18 mmol) of benzyl-3-methyl-2-phenylbenzoate and 0.25 g of 10% Pd/C in 8 mL of a 4.4% solution of HCO2H in methanol was heated at reflux for 2 h. The reaction mixture was filtered through a thin layer of celite and concentrated to give 0.25 g of the title compound as a white solid. Yields the product CC=1C(=C(C(=O)O)C=CC1)C1=CC=CC=C1 (3-Methyl-2-phenylbenzoic acid).